describe an organic reaction: reactants, conditions, products, and yield From a dataset of the Open Reaction Database (ORD), a public repository of structured organic reaction records. Reactants: C(CC)N(C1CC2=C(SC1)SC=C2)CCC (N,N-dipropyl-5,6-dihydro-4H-thieno[2,3-b]thiopyran-5-amine), Cl (hydrogen chloride). Run in COC(C)(C)C (t-butyl methyl ether), COC(C)(C)C (t-butyl methyl ether). The product is Cl.C(CC)N(C1CC2=C(SC1)SC=C2)CCC (N,N-dipropyl-5,6-dihydro-4H-thieno[2,3-b]thiopyran-5-amine hydrochloride). As a reaction SMILES: [CH2:1]([N:4]([CH2:14][CH2:15][CH3:16])[CH:5]1[CH2:10][S:9][C:8]2[S:11][CH:12]=[CH:13][C:7]=2[CH2:6]1)[CH2:2][CH3:3].[ClH:17]>COC(C)(C)C>[ClH:17].[CH2:14]([N:4]([CH2:1][CH2:2][CH3:3])[CH:5]1[CH2:10][S:9][C:8]2[S:11][CH:12]=[CH:13][C:7]=2[CH2:6]1)[CH2:15][CH3:16] |f:3.4|. Procedure: A solution of 4.0 g of N,N-dipropyl-5,6-dihydro-4H-thieno[2,3-b]thiopyran-5-amine in 20 ml of t-butyl methyl ether is slowly added while stirring to a mixture of 5.42 g of 2.4 M ethanolic hydrogen chloride in 45 ml of t-butyl methyl ether. The crystalline product is collected, washed with the solvent and dried to give N,N-dipropyl-5,6-dihydro-4H-thieno[2,3-b]thiopyran-5-amine hydrochloride, m.p. 163°-167°.